Dataset: the Open Reaction Database (ORD), a public repository of structured organic reaction records. Task: describe an organic reaction: reactants, conditions, products, and yield The reactants are COc1ccc(-c2nn3ccccc3c2C(=O)C(C)C)cc1, CCO, Cl, Cl, NO, [Na+], [OH-], O. Yields the product COc1ccc(-c2nn3ccccc3c2C(=NO)C(C)C)cc1. Reaction SMILES: [CH3:1][O:2][c:3]1[cH:4][cH:5][c:6](-[c:9]2[n:10][n:11]3[c:12]([cH:13][cH:14][cH:15][cH:16]3)[c:17]2[C:18]([CH:19]([CH3:20])[CH3:21])=[O:22])[cH:7][cH:8]1.[CH3:29][CH2:30][OH:31].[ClH:23].[ClH:28].[NH2:24][OH:25].[Na+:27].[OH-:26].[OH2:32]>>[CH3:1][O:2][c:3]1[cH:4][cH:5][c:6](-[c:9]2[n:10][n:11]3[c:12]([cH:13][cH:14][cH:15][cH:16]3)[c:17]2[C:18]([CH:19]([CH3:20])[CH3:21])=[N:24][OH:25])[cH:7][cH:8]1. The reactants are C1CCC2=NCCCN2CC1, CN1CCN(CCn2cc3c(n2)CCc2c-3sc3ncnc(OCCc4ccc([N+](=O)[O-])cc4)c23)CC1, c1ccncc1. Product: CN1CCN(CCn2cc3c(n2)CCc2c-3sc3ncnc(O)c23)CC1. As a reaction SMILES: [CH2:38]1[CH2:39][CH2:40][C:41]2=[N:46][CH2:45][CH2:44][CH2:43][N:42]2[CH2:47][CH2:48]1.[CH3:1][N:2]1[CH2:3][CH2:4][N:5]([CH2:8][CH2:9][n:10]2[n:11][c:12]3[c:17]([cH:18]2)-[c:16]2[c:15]([c:21]4[c:20]([s:19]2)[n:25][cH:24][n:23][c:22]4[O:26][CH2:27][CH2:28][c:29]2[cH:30][cH:31][c:32]([N+:33]([O-:34])=[O:35])[cH:36][cH:37]2)[CH2:14][CH2:13]3)[CH2:6][CH2:7]1.[cH:49]1[cH:50][cH:51][n:52][cH:53][cH:54]1>>[CH3:1][N:2]1[CH2:3][CH2:4][N:5]([CH2:8][CH2:9][n:10]2[n:11][c:12]3[c:17]([cH:18]2)-[c:16]2[c:15]([c:21]4[c:20]([s:19]2)[n:25][cH:24][n:23][c:22]4[OH:26])[CH2:14][CH2:13]3)[CH2:6][CH2:7]1. Reactants: ClC1=NC(=NC(=C1)Cl)SCC1=C(C(=CC=C1)F)F (4,6-dichloro-2-[(2,3-difluorobenzyl)thio]pyrimidine), FC1=C(C=CC=C1F)CSC1=NC(=CC(=N1)NS(=O)(=O)N1CCC1)OC(CO)CO (N-[2-[[(2,3-difluorophenyl)methyl]thio]-6-[2-hydroxy-1-(hydroxymethyl)ethoxy]-4-pyrimidinyl]-1-azetidinesulfonamide), [H-].[Na+] (NaH). Solvent: CC(C)O (propan-2-ol). Reaction conditions: time 8 hour. Product: ClC1=NC(=NC(=C1)OC(C)C)SCC1=C(C(=CC=C1)F)F (4-Chloro-2-[(2,3-difluorobenzyl)thio]-6-isopropoxypyrimidine). As a reaction SMILES: Cl[C:2]1[CH:7]=[C:6]([Cl:8])[N:5]=[C:4]([S:9][CH2:10][C:11]2[CH:16]=[CH:15][CH:14]=[C:13]([F:17])[C:12]=2[F:18])[N:3]=1.FC1C(F)=CC=CC=1CSC1N=C(NS(N2CCC2)(=O)=O)C=C([O:43][CH:44]([CH2:47]O)[CH2:45]O)N=1.[H-].[Na+]>CC(O)C>[Cl:8][C:6]1[CH:7]=[C:2]([O:43][CH:44]([CH3:47])[CH3:45])[N:3]=[C:4]([S:9][CH2:10][C:11]2[CH:16]=[CH:15][CH:14]=[C:13]([F:17])[C:12]=2[F:18])[N:5]=1 |f:2.3|. Procedure: To a solution of 4,6-dichloro-2-[(2,3-difluorobenzyl)thio]pyrimidine ((the product of example 1 step 3 g) in propan-2-ol (20 ml) was added NaH (0.43 g) slowly and the reaction was then allowed to stir overnight at RT. The reaction mixture was then partitioned between DCM (100 ml) and H2O (100 ml). The organics were separated and the aqueous layer was re-extracted with DCM (2×100 ml). Organics were combined, dried (MgSO4) and reduced in vacuo to give the subtitle compound as a pale yellow solid. ... Product: N1(C=NC=C1)CCCC1=CC=C(OCC=2N=C(OC2C)\C=C\C2=CC=CC=C2)C=C1 (4-[4-[3-(1-imidazolyl)propyl)phenoxymethyl]-5-methyl-2-[(E)-2-phenylethenyl]oxazole). Reactants: OC1=CC=C(C=C1)CCCN1C=NC=C1 (1-[3-(4-hydroxyphenyl)propyl]imidazole), ClCC=1N=C(OC1C)\C=C\C1=CC=CC=C1 (4-chloromethyl-5-methyl-2-[(E)-2-phenylethenyl]oxazole). Reported procedure: In substantially the same manner as in Working Example 48, 1-[3-(4-hydroxyphenyl)propyl]imidazole was allowed to react with 4-chloromethyl-5-methyl-2-[(E)-2-phenylethenyl]oxazole to give 4-[4-[3-(1-imidazolyl)propyl)phenoxymethyl]-5-methyl-2-[(E)-2-phenylethenyl]oxazole. The yield was 66%. Recrystallization from ethyl acetate-hexane gave pale yellow prisms, mp 94-95° C. As a reaction SMILES: [OH:1][C:2]1[CH:7]=[CH:6][C:5]([CH2:8][CH2:9][CH2:10][N:11]2[CH:15]=[CH:14][N:13]=[CH:12]2)=[CH:4][CH:3]=1.Cl[CH2:17][C:18]1[N:19]=[C:20](/[CH:24]=[CH:25]/[C:26]2[CH:31]=[CH:30][CH:29]=[CH:28][CH:27]=2)[O:21][C:22]=1[CH3:23]>>[N:11]1([CH2:10][CH2:9][CH2:8][C:5]2[CH:6]=[CH:7][C:2]([O:1][CH2:17][C:18]3[N:19]=[C:20](/[CH:24]=[CH:25]/[C:26]4[CH:31]=[CH:30][CH:29]=[CH:28][CH:27]=4)[O:21][C:22]=3[CH3:23])=[CH:3][CH:4]=2)[CH:15]=[CH:14][N:13]=[CH:12]1. The yield is 66.0%. The reactants are CO, O=[N+]([O-])O, O=C(O)CCC(=O)c1cccc(O)c1. Yields the product O=C(O)CCC(=O)c1ccc([N+](=O)[O-])c(O)c1. RXN SMILES: [CH3:19][OH:20].[OH:15][N+:16]([O-:17])=[O:18].[OH:1][c:2]1[cH:3][c:4]([C:5](=[O:6])[CH2:7][CH2:8][C:9](=[O:10])[OH:11])[cH:12][cH:13][cH:14]1>>[OH:1][c:2]1[cH:3][c:4]([C:5](=[O:6])[CH2:7][CH2:8][C:9](=[O:10])[OH:11])[cH:12][cH:13][c:14]1[N+:16](=[O:15])[O-:17].